This data is from the Open Reaction Database (ORD), a public repository of structured organic reaction records. The task is: describe an organic reaction: reactants, conditions, products, and yield Starting materials: C(C)(C)(C)NS(=O)(=O)C1=C(C=CC=C1)C1=CC(=C(C=C1)CC(C(C#N)=NOC)C(CCCC)=O)F (3-[[2'-(N-t-butylsulfamoyl)-3-fluorobiphenyl-4-yl]methyl]-2-methoxyimino-4-oxooctanenitrile), Cl.BrC1=C(C=C(C=C1)[N+](=O)[O-])NN (2-bromo-5-nitrophenylhydrazine hydrochloride). Product: BrC1=C(C=C(C=C1)[N+](=O)[O-])N1N=C(C(=C1C#N)CC1=C(C=C(C=C1)C1=C(C=CC=C1)S(N)(=O)=O)F)CCCC (1-(2-Bromo-5-nitrophenyl)-3-n-butyl-4-[(3-fluoro-2'-sulfamoylbiphenyl-4-yl)methyl]-1H-pyrazole-5-carbonitrile). RXN SMILES: C([NH:5][S:6]([C:9]1[CH:14]=[CH:13][CH:12]=[CH:11][C:10]=1[C:15]1[CH:20]=[CH:19][C:18]([CH2:21][CH:22]([C:29](=O)[CH2:30][CH2:31][CH2:32][CH3:33])[C:23](=NOC)[C:24]#[N:25])=[C:17]([F:35])[CH:16]=1)(=[O:8])=[O:7])(C)(C)C.Cl.[Br:37][C:38]1[CH:43]=[CH:42][C:41]([N+:44]([O-:46])=[O:45])=[CH:40][C:39]=1[NH:47][NH2:48]>>[Br:37][C:38]1[CH:43]=[CH:42][C:41]([N+:44]([O-:46])=[O:45])=[CH:40][C:39]=1[N:47]1[C:23]([C:24]#[N:25])=[C:22]([CH2:21][C:18]2[CH:19]=[CH:20][C:15]([C:10]3[CH:11]=[CH:12][CH:13]=[CH:14][C:9]=3[S:6](=[O:8])(=[O:7])[NH2:5])=[CH:16][C:17]=2[F:35])[C:29]([CH2:30][CH2:31][CH2:32][CH3:33])=[N:48]1 |f:1.2|. Procedure details: The title compound is prepared by reaction of 3-[[2'-(N-t-butylsulfamoyl)-3-fluorobiphenyl-4-yl]methyl]-2-methoxyimino-4-oxooctanenitrile (from Example 8, Step J) with 2-bromo-5-nitrophenylhydrazine hydrochloride [prepared from 2-bromo-5-nitroaniline according to H. Stroh and G. Westphal, Chem. Ber., 96, 184 (1963)], following the procedure of Example 1, Step G. Reactants: CCO[Si](OCC)(OCC)OCC (TEOS), CCO[Si](CCCN)(OCC)OCC (APTES), 1.82HCl. Run in CCO (EtOH). Product: CCO[Si](OCC)(OCC)OCC.CCO[Si](CCCN)(OCC)OCC (TEOS APTES). Reaction SMILES: [CH3:1][CH2:2][O:3][Si:4]([O:11][CH2:12][CH3:13])([O:8][CH2:9][CH3:10])[O:5][CH2:6][CH3:7].[CH3:14][CH2:15][O:16][Si:17]([O:25][CH2:26][CH3:27])([O:22][CH2:23][CH3:24])[CH2:18][CH2:19][CH2:20][NH2:21]>CCO>[CH3:7][CH2:6][O:5][Si:4]([O:3][CH2:2][CH3:1])([O:8][CH2:9][CH3:10])[O:11][CH2:12][CH3:13].[CH3:24][CH2:23][O:22][Si:17]([O:25][CH2:26][CH3:27])([O:16][CH2:15][CH3:14])[CH2:18][CH2:19][CH2:20][NH2:21] |f:3.4|. Reported procedure: The final composition comprised the reagents and solvents in the following molar ratios: 1 TEOS: 0.67 APTES: 10.9 EtOH: 1.82HCl (6M): 27.1H2O: 0.124 Brij® 56. It had a solid content of 12.56% by weight. Starting materials: O=C([O-])[O-], CS(C)=O, Cl, O=[N+]([O-])c1cc(F)ccc1F, [K+], [K+], CCOC(=O)c1c(N)nn(C)c1C. Yields the product CCOC(=O)c1c(Nc2ccc(F)cc2[N+](=O)[O-])nn(C)c1C. As a reaction SMILES: [C:25](=[O:26])([O-:27])[O-:28].[CH3:32][S:33]([CH3:34])=[O:35].[ClH:31].[F:14][c:15]1[c:16]([N+:22](=[O:23])[O-:24])[cH:17][c:18]([F:21])[cH:19][cH:20]1.[K+:29].[K+:30].[NH2:1][c:2]1[n:3][n:4]([CH3:13])[c:5]([CH3:12])[c:6]1[C:7](=[O:8])[O:9][CH2:10][CH3:11]>>[NH:1]([c:2]1[n:3][n:4]([CH3:13])[c:5]([CH3:12])[c:6]1[C:7](=[O:8])[O:9][CH2:10][CH3:11])[c:15]1[c:16]([N+:22](=[O:23])[O-:24])[cH:17][c:18]([F:21])[cH:19][cH:20]1. Starting materials: NC=1SC(=CC1C(=O)N)C1=C(C=C(C=C1F)C(C)(C)O)F (2-amino-5-[2,6-difluoro-4-(1-hydroxy-1-methylethyl)phenyl]thiophene-3-carboxamide), ClC1=CC=C(C(=N1)CO)C(C)(C)O (2-[6-chloro-2-(hydroxymethyl)pyridin-3-yl]propan-2-ol). The product is FC1=C(C(=CC(=C1)C(C)(C)O)F)C1=CC(=C(S1)NC1=NC(=C(C=C1)C(C)(C)O)CO)C(=O)N (5-[2,6-Difluoro-4-(1-hydroxy-1-methylethyl)phenyl]-2-{[6-(hydroxymethyl)-5-(1-hydroxy-1-methylethyl)pyridin-2-yl]amino}thiophene-3-carboxamide). As a reaction SMILES: [NH2:1][C:2]1[S:3][C:4]([C:10]2[C:15]([F:16])=[CH:14][C:13]([C:17]([OH:20])([CH3:19])[CH3:18])=[CH:12][C:11]=2[F:21])=[CH:5][C:6]=1[C:7]([NH2:9])=[O:8].Cl[C:23]1[N:28]=[C:27]([CH2:29][OH:30])[C:26]([C:31]([OH:34])([CH3:33])[CH3:32])=[CH:25][CH:24]=1>>[F:16][C:15]1[CH:14]=[C:13]([C:17]([OH:20])([CH3:18])[CH3:19])[CH:12]=[C:11]([F:21])[C:10]=1[C:4]1[S:3][C:2]([NH:1][C:23]2[CH:24]=[CH:25][C:26]([C:31]([OH:34])([CH3:33])[CH3:32])=[C:27]([CH2:29][OH:30])[N:28]=2)=[C:6]([C:7]([NH2:9])=[O:8])[CH:5]=1. Reported procedure: The title compound was prepared as described in Example 1 using 2-amino-5-[2,6-difluoro-4-(1-hydroxy-1-methylethyl)phenyl]thiophene-3-carboxamide (105 mg, 0.34 mmol) and 2-[6-chloro-2-(hydroxymethyl)pyridin-3-yl]propan-2-ol (71 mg, 0.35 mmol) as starting materials. Starting materials: CC(C)(C)C1CCC(=O)CC1, CC(C)O, [H][H], [K+], [OH-], c1ccc(-c2ccccn2)nc1. The product is CC(C)(C)C1CCC(O)CC1. Reaction SMILES: [C:15]([CH3:16])([CH3:17])([CH3:18])[CH:19]1[CH2:20][CH2:21][C:22](=[O:25])[CH2:23][CH2:24]1.[CH3:28][CH:29]([OH:30])[CH3:31].[H:26][H:27].[K+:2].[OH-:1].[n:3]1[cH:4][cH:5][cH:6][cH:7][c:8]1-[c:9]1[cH:10][cH:11][cH:12][cH:13][n:14]1>>[C:15]([CH3:16])([CH3:17])([CH3:18])[CH:19]1[CH2:20][CH2:21][CH:22]([OH:25])[CH2:23][CH2:24]1.